This data is from the Open Reaction Database (ORD), a public repository of structured organic reaction records. The task is: describe an organic reaction: reactants, conditions, products, and yield The reactants are C(C)(C)(C)OC(N[C@@H]1[C@H]([C@H]([C@@H](C1)N1C2=NC(=NC(=C2N=C1)NCC(C1=CC=CC=C1)C1=CC=CC=C1)C(NCCNC(=O)NC1CCN(CC1)C1=NC=CC=C1)=O)O)O)=O ([(1S,2R,3S,4R)-4-(6-(2,2-Diphenyl-ethylamino)-2-{2-[3-(3,4,5,6-tetrahydro-2H-[1,2]bipyridinyl-4-yl)-ureido]-ethylcarbamoyl}-purin-9-yl)-2,3-dihydroxy-cyclopentyl]-carbamic acid tert-butyl ester), N1(CCC(CC1)NC(=O)N1CCC(CC1)NC(=O)N1C=NC=C1)C1=NC=CC=C1 (4-[(imidazole-1-carbonyl)-amino]-piperidine-1-carboxylic acid (3,4,5,6-tetrahydro-2H-[1,2′]bipyridinyl-4-yl)-amide), N1(CCC(CC1)NC(=O)N1C=NC=C1)C1=NC=CC=C1 (imidazole-1-carboxylic acid (3,4,5,6-tetrahydro-2H-[1,2]bipyridinyl-4-yl)-amide), N1(CCC(CC1)NC(=O)N1CCC(CC1)NC(=O)N1C=NC=C1)C1=NC=CC=C1 (4-[(imidazole-1-carbonyl)-amino]-piperidine-1-carboxylic acid (3,4,5,6-tetrahydro-2H-[1,2′]bipyridinyl-4-yl)-amide). Yields the product C(C)(C)(C)OC(N[C@@H]1[C@H]([C@H]([C@@H](C1)N1C2=NC(=NC(=C2N=C1)NCC(C1=CC=CC=C1)C1=CC=CC=C1)C(NCCNC(=O)NC1CCN(CC1)C(NC1CCN(CC1)C1=NC=CC=C1)=O)=O)O)O)=O ({(1S,2R,3S,4R)-4-[6-(2,2-Diphenyl-ethylamino)-2-(2-{3-[1-(3,4,5,6-tetrahydro-2H-[1,2′]bipyridinyl-4-ylcarbamoyl)-piperidin-4-yl]-ureido}-ethylcarbamoyl)-purin-9-yl]-2,3-dihydroxy-cyclopentyl}-carbamic acid tert-butyl ester). Reaction SMILES: [C:1]([O:5][C:6](=[O:60])[NH:7][C@H:8]1[CH2:12][C@@H:11]([N:13]2[CH:21]=[N:20][C:19]3[C:14]2=[N:15][C:16]([C:37](=[O:57])[NH:38][CH2:39][CH2:40][NH:41][C:42]([NH:44][CH:45]2CCN(C4C=CC=CN=4)C[CH2:46]2)=[O:43])=[N:17][C:18]=3[NH:22][CH2:23][CH:24]([C:31]2[CH:36]=[CH:35][CH:34]=[CH:33][CH:32]=2)[C:25]2[CH:30]=[CH:29][CH:28]=[CH:27][CH:26]=2)[C@H:10]([OH:58])[C@@H:9]1[OH:59])([CH3:4])([CH3:3])[CH3:2].[N:61]1([C:75]2[CH:80]=[CH:79][CH:78]=[CH:77][N:76]=2)[CH2:66][CH2:65][CH:64]([NH:67][C:68]([N:70]2[CH:74]=[CH:73]N=[CH:71]2)=[O:69])[CH2:63][CH2:62]1.N1(C2C=CC=CN=2)CCC(NC(N2CCC(NC(N3C=CN=C3)=O)CC2)=O)CC1>>[C:1]([O:5][C:6](=[O:60])[NH:7][C@H:8]1[CH2:12][C@@H:11]([N:13]2[CH:21]=[N:20][C:19]3[C:14]2=[N:15][C:16]([C:37](=[O:57])[NH:38][CH2:39][CH2:40][NH:41][C:42]([NH:44][CH:45]2[CH2:46][CH2:71][N:70]([C:68](=[O:69])[NH:67][CH:64]4[CH2:63][CH2:62][N:61]([C:75]5[CH:80]=[CH:79][CH:78]=[CH:77][N:76]=5)[CH2:66][CH2:65]4)[CH2:74][CH2:73]2)=[O:43])=[N:17][C:18]=3[NH:22][CH2:23][CH:24]([C:31]2[CH:32]=[CH:33][CH:34]=[CH:35][CH:36]=2)[C:25]2[CH:30]=[CH:29][CH:28]=[CH:27][CH:26]=2)[C@H:10]([OH:58])[C@@H:9]1[OH:59])([CH3:2])([CH3:3])[CH3:4]. Procedure: The title compound is prepared analogously to [(1S,2R,3S,4R)-4-(6-(2,2-diphenyl-ethylamino)-2-{2-[3-(3,4,5,6-tetrahydro-2H-[1,2′]bipyridinyl-4-yl)-ureido]-ethylcarbamoyl}-purin-9-yl)-2,3-dihydroxy-cyclopentyl]-carbamic acid tert-butyl ester (Example 12) by replacing imidazole-1-carboxylic acid (3,4,5,6-tetrahydro-2H-[1,2′]bipyridinyl-4-yl)-amide (Intermediate C) with 4-[(imidazole-1-carbonyl)-amino]-piperidine-1-carboxylic acid (3,4,5,6-tetrahydro-2H-[1,2′]bipyridinyl-4-yl)-amide (Intermediate H... Starting materials: CCO, CC(=O)NCc1cc(F)ccc1S(=O)(=O)NC1CC1, Cl. Yields the product NCc1cc(F)ccc1S(=O)(=O)NC1CC1. RXN SMILES: [CH3:21][CH2:22][OH:23].[CH:1]1([NH:4][S:5](=[O:6])(=[O:7])[c:8]2[c:9]([CH2:10][NH:11][C:12](=[O:13])[CH3:14])[cH:15][c:16]([F:19])[cH:17][cH:18]2)[CH2:2][CH2:3]1.[ClH:20]>>[CH:1]1([NH:4][S:5](=[O:6])(=[O:7])[c:8]2[c:9]([CH2:10][NH2:11])[cH:15][c:16]([F:19])[cH:17][cH:18]2)[CH2:2][CH2:3]1. Reactants: CCO, [Cl-], [Fe], CCCCCCOc1ccc([N+](=O)[O-])cc1C#N, [NH4+], O. The product is CCCCCCOc1ccc(N)cc1C#N. RXN SMILES: [CH3:23][CH2:24][OH:25].[Cl-:1].[Fe:22].[N+:4]([O-:5])(=[O:6])[c:7]1[cH:8][cH:9][c:10]([O:15][CH2:16][CH2:17][CH2:18][CH2:19][CH2:20][CH3:21])[c:11]([C:12]#[N:13])[cH:14]1.[NH4+:2].[OH2:3]>>[NH2:4][c:7]1[cH:8][cH:9][c:10]([O:15][CH2:16][CH2:17][CH2:18][CH2:19][CH2:20][CH3:21])[c:11]([C:12]#[N:13])[cH:14]1. Starting materials: [BH4-], ClCCl, [Na+], O=[O+][O-], C=CCC(C)(O)c1ccccc1. The product is CC(O)(CCO)c1ccccc1. RXN SMILES: [BH4-:16].[Cl:18][CH2:19][Cl:20].[Na+:17].[O-:13][O+:14]=[O:15].[c:1]1([C:7]([CH3:8])([CH2:9][CH:10]=[CH2:11])[OH:12])[cH:2][cH:3][cH:4][cH:5][cH:6]1>>[c:1]1([C:7]([CH3:8])([CH2:9][CH2:10][OH:13])[OH:12])[cH:2][cH:3][cH:4][cH:5][cH:6]1. The reactants are C(C1=CC=CC=C1)=NCC#CC=1SC=CC1 (N-benzylidene-3-(2-thienyl)-2-propynylamine), Cl (hydrochloric acid). Run in O (water). Reaction conditions: temperature 60 celsius, time 1.5 hour. The product is S1C(=CC=C1)C#CCN (3-(2-thienyl)-2-propynylamine). The yield is 6.8%. As a reaction SMILES: C(=[N:8][CH2:9][C:10]#[C:11][C:12]1[S:13][CH:14]=[CH:15][CH:16]=1)C1C=CC=CC=1.Cl>O>[S:13]1[CH:14]=[CH:15][CH:16]=[C:12]1[C:11]#[C:10][CH2:9][NH2:8]. Reported procedure: To 17.7 g of this toluene solution, 36% hydrochloric acid (1.27 g, 12.5 mol) was added dropwise at 60° C. over 10 minutes, followed by stirring at 60° C. for 1.5 hours. Then, 4 g of water was added and the mixed solution was separated to obtain the aqueous phase and organic phase. The organic phase was extracted once with 2.5 g of water and the resulting aqueous phase was combined with the above aqueous phase. To this aqueous phase, 15 g of toluene was added and an aqueous 27% sodium hydroxide s... Reactants: CCCC(=O)OCC, C1CCOC1, [Li]CCCC, Cc1csc(C)n1. Yields the product CCCC(=O)Cc1nc(C)cs1. Reaction SMILES: [C:13]([CH2:14][CH2:15][CH3:16])(=[O:17])[O:18][CH2:19][CH3:20].[CH2:21]1[O:22][CH2:23][CH2:24][CH2:25]1.[CH2:8]([Li:9])[CH2:10][CH2:11][CH3:12].[CH3:1][c:2]1[s:3][cH:4][c:5]([CH3:7])[n:6]1>>[CH2:1]([c:2]1[s:3][cH:4][c:5]([CH3:7])[n:6]1)[C:13]([CH2:14][CH2:15][CH3:16])=[O:17].